This data is from the Open Reaction Database (ORD), a public repository of structured organic reaction records. The task is: describe an organic reaction: reactants, conditions, products, and yield Product: FC1=C(C(=O)O)C=C(C(=C1)OCCOC)OC (2-fluoro-5-methoxy-4-(2-methoxyethoxy)benzoic acid). RXN SMILES: [F:1][C:2]1[CH:9]=[C:8]([O:10][CH2:11][CH2:12][O:13][CH3:14])[C:7]([O:15][CH3:16])=[CH:6][C:3]=1[CH:4]=[O:5].[OH-].[K+].[O-:19][Mn](=O)(=O)=O.[K+]>O1CCOCC1>[F:1][C:2]1[CH:9]=[C:8]([O:10][CH2:11][CH2:12][O:13][CH3:14])[C:7]([O:15][CH3:16])=[CH:6][C:3]=1[C:4]([OH:19])=[O:5] |f:1.2,3.4|. Procedure: 2-Fluoro-5-methoxy-4-(2-methoxyethoxy)benzaldehyde (0.36 g, 1.6 mmol) was suspended in a mixture of dioxane (1.5 mL) and KOH (16 mL of 0.2 M, 3.2 mmol). KMnO4 (370 mg, 2.4 mmol) was added and the mixture was stirred vigorously for 30 minutes. The reaction mixture was filtered and the filtrate was concentrated to 10 mL (blue soln). HCl (4M, ˜2 mL) was added and the resulting precipitate was filtered and washed with 1M HCl and then water (1 mL) to yield 2-fluoro-5-methoxy-4-(2-methoxyethoxy)benzoi... Reaction conditions: time 30 minute. The yield is 76.8%. Run in O1CCOCC1 (dioxane). Reactants: FC1=C(C=O)C=C(C(=C1)OCCOC)OC (2-Fluoro-5-methoxy-4-(2-methoxyethoxy)benzaldehyde), [OH-].[K+] (KOH), [O-][Mn](=O)(=O)=O.[K+] (KMnO4). Starting materials: CCN=C=NCCCN(C)C, CN(C)C=O, CCOC(C)=O, Cl, O=C(O)c1ccc(F)c2ccccc12, CC(C)(C)C(F)(F)c1ccc(CC(N)C(O)c2cccc(Cl)c2)cc1, O, On1nnc2ccccc21. The product is CC(C)(C)C(F)(F)c1ccc(CC(NC(=O)c2ccc(F)c3ccccc23)C(O)c2cccc(Cl)c2)cc1. RXN SMILES: [CH2:16]([N:17]=[C:18]=[N:19][CH2:20][CH2:21][CH2:22][N:23]([CH3:24])[CH3:25])[CH3:26].[CH3:63][N:64]([CH3:65])[CH:66]=[O:67].[CH3:68][CH2:69][O:70][C:71](=[O:72])[CH3:73].[ClH:15].[F:1][c:2]1[cH:3][cH:4][c:5]([C:12](=[O:13])[OH:14])[c:6]2[cH:7][cH:8][cH:9][cH:10][c:11]12.[NH2:38][CH:39]([CH:40]([OH:41])[c:42]1[cH:43][c:44]([Cl:48])[cH:45][cH:46][cH:47]1)[CH2:49][c:50]1[cH:51][cH:52][c:53]([C:56]([C:57]([CH3:58])([CH3:59])[CH3:60])([F:61])[F:62])[cH:54][cH:55]1.[OH2:27].[OH:28][n:29]1[c:30]2[cH:31][cH:32][cH:33][cH:34][c:35]2[n:36][n:37]1>>[F:1][c:2]1[cH:3][cH:4][c:5]([C:12](=[O:14])[NH:38][CH:39]([CH:40]([OH:41])[c:42]2[cH:43][c:44]([Cl:48])[cH:45][cH:46][cH:47]2)[CH2:49][c:50]2[cH:51][cH:52][c:53]([C:56]([C:57]([CH3:58])([CH3:59])[CH3:60])([F:61])[F:62])[cH:54][cH:55]2)[c:6]2[cH:7][cH:8][cH:9][cH:10][c:11]12.